Dataset: the Open Reaction Database (ORD), a public repository of structured organic reaction records. Task: describe an organic reaction: reactants, conditions, products, and yield Starting materials: 2-(phenylbenzoxazol-5-yl)methanol, [N-]=C=O.COC([C@@H](N)CC1=CC=CC=C1)=O (phenylalanine methyl ester isocyanate), C1(=CC=CC=C1)C (toluene). The reagents and catalysts are CN(C)C=1C=CN=CC1 (DMAP). Yields the product COC([C@@H](CC1=CC=CC=C1)NC(=O)OCC=1C=CC2=C(N=C(O2)C2=CC=CC=C2)C1)=O ((R)-2-(2-Phenylbenzoxazol-5-ylmethoxycarbonylamino)-3-phenylpropionic acid methyl ester). RXN SMILES: [N-:1]=[C:2]=[O:3].[CH3:4][O:5][C:6](=[O:16])[C@H:7]([CH2:9][C:10]1[CH:15]=[CH:14][CH:13]=[CH:12][CH:11]=1)[NH2:8].[C:17]1([CH3:23])[CH:22]=[CH:21][CH:20]=[CH:19][CH:18]=1>CN(C1C=CN=CC=1)C>[CH3:4][O:5][C:6](=[O:16])[C@H:7]([NH:8][C:6]([O:16][CH2:23][C:17]1[CH:22]=[CH:21][C:20]2[O:3][C:2]([C:10]3[CH:15]=[CH:14][CH:13]=[CH:12][CH:11]=3)=[N:1][C:19]=2[CH:18]=1)=[O:5])[CH2:9][C:10]1[CH:15]=[CH:14][CH:13]=[CH:12][CH:11]=1 |f:0.1|. Procedure details: A mixture of 2-(phenylbenzoxazol-5-yl)methanol 58 (215 mg, 0.95 mmol), (R)-2-isocyanato-3-phenylpropionic acid methyl ester 5(196 mg, 0.95 mmol), DMAP (12 mg, 0.095 mmol) and toluene (12 ml) was heated at reflux under an atmosphere of N2 for 3 hrs. The solvent was removed under reduced pressure and the residue purified by chromatography to yield 381 mg of (R)-2-(2-Phenylbenzoxazol-5-ylmethoxycarbonylamino)-3-phenylpropionic acid methyl ester 59. The reactants are FC1=C(C=CC(=C1)B1OC(C(O1)(C)C)(C)C)C=1N=CC(=NC1)N (5-(2-fluoro-4-(4,4,5,5-tetramethyl-1,3,2-dioxaborolan-2-yl)phenyl)-pyrazin-2-amine), BrC1=C(C=CC=C1)NS(=O)(=O)N1CCCC1 (N-(2-bromophenyl)pyrrolidine-1-sulfonamide). Procedure: The title compound was prepared in a manner similar to that described in Example 571 using 5-(2-fluoro-4-(4,4,5,5-tetramethyl-1,3,2-dioxaborolan-2-yl)phenyl)-pyrazin-2-amine and N-(2-bromophenyl)pyrrolidine-1-sulfonamide in Step B. MS (ESI): mass calcd. for C20H20FN5O2S, 413.13; m/z found, 414.2 [M+H]+. 1H NMR (500 MHz, CDCl3) δ 8.40 (dd, J=5.4, 1.4, 2H), 8.14 (m, 1H), 7.61 (dd, J=8.3, 1.1, 1H), 7.42-7.35 (m, 1H), 7.32 (dd, J=8.0, 1.7, 1H), 7.23 (dd, J=3.6, 1.6, 1H), 7.22-7.15 (m, 1H), 6.44 (s, ... As a reaction SMILES: [F:1][C:2]1[CH:7]=[C:6](B2OC(C)(C)C(C)(C)O2)[CH:5]=[CH:4][C:3]=1[C:17]1[N:18]=[CH:19][C:20]([NH2:23])=[N:21][CH:22]=1.Br[C:25]1[CH:30]=[CH:29][CH:28]=[CH:27][C:26]=1[NH:31][S:32]([N:35]1[CH2:39][CH2:38][CH2:37][CH2:36]1)(=[O:34])=[O:33]>>[NH2:23][C:20]1[N:21]=[CH:22][C:17]([C:3]2[CH:4]=[CH:5][C:6]([C:25]3[CH:30]=[CH:29][CH:28]=[CH:27][C:26]=3[NH:31][S:32]([N:35]3[CH2:39][CH2:38][CH2:37][CH2:36]3)(=[O:34])=[O:33])=[CH:7][C:2]=2[F:1])=[N:18][CH:19]=1. Yields the product NC=1N=CC(=NC1)C1=C(C=C(C=C1)C1=C(C=CC=C1)NS(=O)(=O)N1CCCC1)F (N-[4′-(5-Aminopyrazin-2-yl)-3′-fluorobiphenyl-2-yl]pyrrolidine-1-sulfonamide). The reactants are CCOC(=O)COc1ccc(C(F)(F)CCc2sc(-c3ccc(C(F)(F)F)cc3)nc2C)cc1C, [Na+], C1CCOC1, [OH-]. The product is Cc1cc(C(F)(F)CCc2sc(-c3ccc(C(F)(F)F)cc3)nc2C)ccc1OCC(=O)O. Reaction SMILES: [F:1][C:2]([CH2:3][CH2:4][c:5]1[c:6]([CH3:20])[n:7][c:8](-[c:10]2[cH:11][cH:12][c:13]([C:16]([F:17])([F:18])[F:19])[cH:14][cH:15]2)[s:9]1)([F:21])[c:22]1[cH:23][c:24]([CH3:35])[c:25]([O:26][CH2:27][C:28](=[O:29])[O:30][CH2:31][CH3:32])[cH:33][cH:34]1.[Na+:42].[O:36]1[CH2:37][CH2:38][CH2:39][CH2:40]1.[OH-:41]>>[F:1][C:2]([CH2:3][CH2:4][c:5]1[c:6]([CH3:20])[n:7][c:8](-[c:10]2[cH:11][cH:12][c:13]([C:16]([F:17])([F:18])[F:19])[cH:14][cH:15]2)[s:9]1)([F:21])[c:22]1[cH:23][c:24]([CH3:35])[c:25]([O:26][CH2:27][C:28](=[O:29])[OH:30])[cH:33][cH:34]1. The reactants are CC(=O)O, CN(Cc1ccco1)c1nc(Cl)nc(NNC(=O)C(CC2CCCC2)CN(C=O)OC2CCCCO2)c1F, O. Yields the product CN(Cc1ccco1)c1nc(Cl)nc(NNC(=O)C(CC2CCCC2)CN(O)C=O)c1F. As a reaction SMILES: [CH3:39][C:40](=[O:41])[OH:42].[Cl:1][c:2]1[n:3][c:4]([N:31]([CH3:32])[CH2:33][c:34]2[o:35][cH:36][cH:37][cH:38]2)[c:5]([F:30])[c:6]([NH:8][NH:9][C:10]([CH:11]([CH2:12][N:13]([CH:14]=[O:15])[O:16][CH:17]2[CH2:18][CH2:19][CH2:20][CH2:21][O:22]2)[CH2:23][CH:24]2[CH2:25][CH2:26][CH2:27][CH2:28]2)=[O:29])[n:7]1.[OH2:43]>>[Cl:1][c:2]1[n:3][c:4]([N:31]([CH3:32])[CH2:33][c:34]2[o:35][cH:36][cH:37][cH:38]2)[c:5]([F:30])[c:6]([NH:8][NH:9][C:10]([CH:11]([CH2:12][N:13]([CH:14]=[O:15])[OH:16])[CH2:23][CH:24]2[CH2:25][CH2:26][CH2:27][CH2:28]2)=[O:29])[n:7]1.